Task: describe an organic reaction: reactants, conditions, products, and yield. Dataset: the Open Reaction Database (ORD), a public repository of structured organic reaction records Reactants: ClC1=C(C(=CC=C1)Cl)CC#N (2,6-dichlorophenylacetonitrile), [H-].[Na+] (sodium hydride), NC1=NC(=NC=C1C=O)SC (4-Amino-2-methylsulfanyl-pyrimidine-5-carboxaldehyde). Run in CN(C=O)C (dimethylformamide). Conditions: time 10 minute. The product is ClC1=C(C(=CC=C1)Cl)C1=CC2=C(N=C(N=C2)SC)N=C1N (6-(2,6-Dichlorophenyl)-2-methylsulfanyl-pyrido-[2,3-d]pyrimidin-7-ylamine). Yield: 32.1%. As a reaction SMILES: [Cl:1][C:2]1[CH:7]=[CH:6][CH:5]=[C:4]([Cl:8])[C:3]=1[CH2:9][C:10]#[N:11].[H-].[Na+].[NH2:14][C:15]1[C:20]([CH:21]=O)=[CH:19][N:18]=[C:17]([S:23][CH3:24])[N:16]=1>CN(C)C=O>[Cl:1][C:2]1[CH:7]=[CH:6][CH:5]=[C:4]([Cl:8])[C:3]=1[C:9]1[C:10]([NH2:11])=[N:14][C:15]2[N:16]=[C:17]([S:23][CH3:24])[N:18]=[CH:19][C:20]=2[CH:21]=1 |f:1.2|. Procedure: Into a solution of 2,6-dichlorophenylacetonitrile (0.55 g) in dimethylformamide (5 mL) was added one equivalent of 60% sodium hydride suspension (0.12 g). After 10 minutes, 4-amino-2-methylsulfanyl-pyrimidine-5-carbaldehyde (0.50 g) obtained from Example 76 was added. After stirring overnight at room temperature, the reaction was quenched with water. The aqueous solution was acidified with 1N hydrochloric acid to a pH of 7 and extracted several times with dichloromethane. The combined dichlorome...